This data is from the Open Reaction Database (ORD), a public repository of structured organic reaction records. The task is: describe an organic reaction: reactants, conditions, products, and yield Procedure: In a mixed solvent of THF (200 mL) and NMP (20 mL) were dissolved 6-bromo-2-chlorobenzothiazole 1 (15 g, 60.4 mmol) and Fe(acac)3 (1.07 g, 3.02 mmol). To the obtained mixture was added at 0° C. 3M methyl magnesium bromide ethereal solution (24.14 ml, 72.4 mmol). It was stirred at room temperature for 1.5 hours. To the reaction mixture was added at 0° C. 3M methyl magnesium bromide ethereal solution (10.1 ml, 30.2 mmol). It was stirred at room temperatures for 1 hour. To the reaction mixture 1N a... The yield is 77.0%. The solvent is C1CCOC1 (THF), CN1CCCC1=O (NMP). Run at time 1.5 hour. The product is BrC1=CC2=C(N=C(S2)C)C=C1 (6-bromo-2-methylbenzothiazole). Reaction SMILES: [Br:1][C:2]1[CH:11]=[CH:10][C:5]2[N:6]=[C:7](Cl)[S:8][C:4]=2[CH:3]=1.[CH3:12][Mg]Br.Cl.C(OCC)(=O)C>C1COCC1.CN1C(=O)CCC1>[Br:1][C:2]1[CH:11]=[CH:10][C:5]2[N:6]=[C:7]([CH3:12])[S:8][C:4]=2[CH:3]=1. Starting materials: BrC1=CC2=C(N=C(S2)Cl)C=C1 (6-bromo-2-chlorobenzothiazole), Fe(acac)3, C[Mg]Br (methyl magnesium bromide), C(C)(=O)OCC (ethyl acetate), mixture, C[Mg]Br (methyl magnesium bromide), Cl (hydrochloric acid). Procedure details: Bromine (0.89 ml, 17.5 mmol) was added dropwise at 0° C. to a solution of dibenzyl-{9-methyl-2-[2-(2,5,5-trimethyl-[1,3]dioxan-2-yl)-ethyl]-9H-purin-6-yl}-amine (1.7 g, 3.50 mmol) in 20 ml of a mixture of MeOH/THF (1/1) and acetate buffer pH=4 (10 ml). The latter was obtained dissolving 4 g of sodium acetate in 100 ml of water and by adjusting to pH 4 through addition of glacial acetic acid. The reaction was stirred at RT for two hours. Excess of bromine was quenched by addition of sodium metabi... Reactants: C(C)(=O)[O-].[Na+] (sodium acetate), BrBr (Bromine), C(C1=CC=CC=C1)N(C1=C2N=CN(C2=NC(=N1)CCC1(OCC(CO1)(C)C)C)C)CC1=CC=CC=C1 (dibenzyl-{9-methyl-2-[2-(2,5,5-trimethyl-[1,3]dioxan-2-yl)-ethyl]-9H-purin-6-yl}-amine), C(C)(=O)[O-] (acetate). Run at time 2 hour. Solvent: O (water), C(C)(=O)O (acetic acid), mixture, CO.C1CCOC1 (MeOH THF). As a reaction SMILES: [Br:1]Br.[CH2:3]([N:10]([CH2:32][C:33]1[CH:38]=[CH:37][CH:36]=[CH:35][CH:34]=1)[C:11]1[N:19]=[C:18]([CH2:20][CH2:21][C:22]2([CH3:30])[O:27][CH2:26][C:25]([CH3:29])([CH3:28])[CH2:24][O:23]2)[N:17]=[C:16]2[C:12]=1[N:13]=[CH:14][N:15]2[CH3:31])[C:4]1[CH:9]=[CH:8][CH:7]=[CH:6][CH:5]=1.C([O-])(=O)C.C([O-])(=O)C.[Na+]>O.C(O)(=O)C.CO.C1COCC1>[CH2:3]([N:10]([CH2:32][C:33]1[CH:34]=[CH:35][CH:36]=[CH:37][CH:38]=1)[C:11]1[N:19]=[C:18]([CH2:20][CH2:21][C:22]2([CH3:30])[O:23][CH2:24][C:25]([CH3:29])([CH3:28])[CH2:26][O:27]2)[N:17]=[C:16]2[C:12]=1[N:13]=[C:14]([Br:1])[N:15]2[CH3:31])[C:4]1[CH:5]=[CH:6][CH:7]=[CH:8][CH:9]=1 |f:3.4,7.8|. Product: C(C1=CC=CC=C1)N(C1=C2N=C(N(C2=NC(=N1)CCC1(OCC(CO1)(C)C)C)C)Br)CC1=CC=CC=C1 (Dibenzyl-{8-bromo-9-methyl-2-[2-(2,5,5-trimethyl-[1,3]dioxan-2-yl)-ethyl]-9H-purin-6-yl}amine).